From a dataset of the Open Reaction Database (ORD), a public repository of structured organic reaction records. describe an organic reaction: reactants, conditions, products, and yield Reactants: [OH-].[Na+] (sodium hydroxide), 19.0, SC=1N(C(=CN1)C(=O)OC)C1C2=CC=CC=C2C2CCCCC2C1 (methyl 2-mercapto-1-(1,2,3,4,4a,9,10,10a-octahydro-9-phenanthrenyl)-1H-imidazole-5-carboxylate), [N+](=O)(O)[O-] (nitric acid). Solvent: O (water). Conditions: time 1 hour. The product is C1CCCC2C3=CC=CC=C3C(CC12)N1C=NC=C1C(=O)OC (methyl 1-(1,2,3,4,4a,9,10,10a-octahydro-9-phenanthrenyl)-1H-imidazole-5-carboxylate). The yield is 11.1%. As a reaction SMILES: S[C:2]1[N:3]([CH:11]2[CH2:24][CH:23]3[CH:18]([CH2:19][CH2:20][CH2:21][CH2:22]3)[C:17]3[C:12]2=[CH:13][CH:14]=[CH:15][CH:16]=3)[C:4]([C:7]([O:9][CH3:10])=[O:8])=[CH:5][N:6]=1.[N+]([O-])(O)=O.[OH-].[Na+]>O>[CH2:22]1[CH:23]2[CH:18]([C:17]3[C:12]([CH:11]([N:3]4[C:4]([C:7]([O:9][CH3:10])=[O:8])=[CH:5][N:6]=[CH:2]4)[CH2:24]2)=[CH:13][CH:14]=[CH:15][CH:16]=3)[CH2:19][CH2:20][CH2:21]1 |f:2.3|. Procedure: A mixture of 19.0 parts of methyl 2-mercapto-1-(1,2,3,4,4a,9,10,10a-octahydro-9-phenanthrenyl)-1H-imidazole-5-carboxylate, 75 parts of nitric acid and 150 parts of water was stirred for 1 hour at room temperature. The reaction mixture was diluted with crushed ice and treated with a sodium hydroxide solution. The product was extracted with 1,1'-oxybisethane. The extract was dried, filtered and evaporated. The residue was crystallized from acetonitrile. The product was filtered off and dried, yiel... Reported procedure: This compound is prepared analogously to the preparation of ethyl 3-cyclopropyl-4-iodo-1-methyl-1H-pyrazole-5-carboxylate from methyl 1-methyl-3-[4-(trifluoromethyl)phenyl]-1H-pyrazole-5-carboxylate and iodine. Starting materials: C1(CC1)C1=NN(C(=C1I)C(=O)OCC)C (ethyl 3-cyclopropyl-4-iodo-1-methyl-1H-pyrazole-5-carboxylate), CN1N=C(C=C1C(=O)OC)C1=CC=C(C=C1)C(F)(F)F (methyl 1-methyl-3-[4-(trifluoromethyl)phenyl]-1H-pyrazole-5-carboxylate), II (iodine). Yields the product IC=1C(=NN(C1C(=O)OC)C)C1=CC=C(C=C1)C(F)(F)F (Methyl 4-iodo-1-methyl-3-[4-(trifluoromethyl)phenyl]-1H-pyrazole-5-carboxylate). RXN SMILES: [CH:1]1([C:4]2[C:8]([I:9])=[C:7]([C:10]([O:12][CH2:13]C)=[O:11])[N:6]([CH3:15])[N:5]=2)[CH2:3][CH2:2]1.CN1C(C(OC)=O)=CC(C2C=C[C:29]([C:32]([F:35])([F:34])[F:33])=[CH:28][CH:27]=2)=N1.II>>[I:9][C:8]1[C:4]([C:1]2[CH:3]=[CH:2][C:29]([C:32]([F:35])([F:34])[F:33])=[CH:28][CH:27]=2)=[N:5][N:6]([CH3:15])[C:7]=1[C:10]([O:12][CH3:13])=[O:11]. Reactants: ONC(CCCCCCCC)=N (N-hydroxynonanimidamide), ONC(CCCCCCCC)=N (N-hydroxynonanimidamide), COC=1C=C(C=CC1OC)C=CC(=O)O (3-(3,4-dimethoxy-phenyl)-acrylic acid), compound, 1,1-carbonyldiimidazole. Solvent: C1(=CC=CC=C1)C (toluene), C1(=CC=CC=C1)C (toluene), C1(=CC=CC=C1)C (toluene). Run at time 75 minute. The product is COC=1C=C(C=CC1OC)C=CC1=NC(=NO1)CCCCCCCC (5-[2-(3,4-Dimethoxy-phenyl)-vinyl]-3-octyl-[1,2,4]oxadiazole). As a reaction SMILES: [CH3:1][O:2][C:3]1[CH:4]=[C:5]([CH:11]=[CH:12][C:13]([OH:15])=O)[CH:6]=[CH:7][C:8]=1[O:9][CH3:10].O[NH:17][C:18](=[NH:27])[CH2:19][CH2:20][CH2:21][CH2:22][CH2:23][CH2:24][CH2:25][CH3:26]>C1(C)C=CC=CC=1>[CH3:1][O:2][C:3]1[CH:4]=[C:5]([CH:11]=[CH:12][C:13]2[O:15][N:27]=[C:18]([CH2:19][CH2:20][CH2:21][CH2:22][CH2:23][CH2:24][CH2:25][CH3:26])[N:17]=2)[CH:6]=[CH:7][C:8]=1[O:9][CH3:10]. Procedure details: To a solution of 0.59 g (2.84 mmol) of 3-(3,4-dimethoxy-phenyl)-acrylic acid (compound of Example 2; Step 1) in 6 mL of toluene, 0.503 g (3.1 mmol) of 1,1-carbonyldiimidazole was added in portions at 25° C. to 30° C. under inert atmosphere. To the thickened mixture, 5 mL of toluene was added and the resulting mixture was stirred at 25° C. to 30° C. for 60 to 90 min. A solution of N-hydroxynonanimidamide (compound of example 47; 1.0 g, 3.8 mmol) diluted with 5 mL of toluene was added to the above...